Dataset: the Open Reaction Database (ORD), a public repository of structured organic reaction records. Task: describe an organic reaction: reactants, conditions, products, and yield Reactants: N([C@H](CCCCNC(=O)OC(C)(C)C)C(=O)O)C(=O)OCC1C2=CC=CC=C2C2=CC=CC=C12 (Fmoc-D-Lys(Boc)-OH), CCN=C=NCCCN(C)C.Cl (EDC.HCl), N([C@H](CCCCNC(=O)OC(C)(C)C)C(=O)O)C(=O)OCC1C2=CC=CC=C2C2=CC=CC=C12 (Fmoc-D-Lys(Boc)-OH), N[C@H](CCCCNC(=O)OC(C)(C)C)C(=O)N[C@@H](CC(C)C)C(=O)N[C@@H](CC(C)C)C(=O)OCC1=CC=CC=C1 (D-Lys(Boc)-Leu-Leu-OBzl), CCN=C=NCCCN(C)C.Cl (EDC HCl). The reagents and catalysts are C=1C=CC2=C(C1)N=NN2O (HOBt). The solvent is C(Cl)(Cl)Cl (Chloroform), C(Cl)(Cl)Cl (chloroform). Reaction conditions: time 8 hour. Yields the product N([C@H](CCCCNC(=O)OC(C)(C)C)C(=O)N[C@H](CCCCNC(=O)OC(C)(C)C)C(=O)N[C@@H](CC(C)C)C(=O)N[C@@H](CC(C)C)C(=O)OCC1=CC=CC=C1)C(=O)OCC1C2=CC=CC=C2C2=CC=CC=C12 (Fmoc-D-Lys(Boc)-D-Lys(Boc)-Leu-Leu-OBzl). Yield: 85.0%. Reaction SMILES: [NH2:1][C@@H:2]([C:15]([NH:17][C@H:18]([C:23]([NH:25][C@H:26]([C:31]([O:33][CH2:34][C:35]1[CH:40]=[CH:39][CH:38]=[CH:37][CH:36]=1)=[O:32])[CH2:27][CH:28]([CH3:30])[CH3:29])=[O:24])[CH2:19][CH:20]([CH3:22])[CH3:21])=[O:16])[CH2:3][CH2:4][CH2:5][CH2:6][NH:7][C:8]([O:10][C:11]([CH3:14])([CH3:13])[CH3:12])=[O:9].[NH:41]([C:58]([O:60][CH2:61][CH:62]1[C:74]2[C:69](=[CH:70][CH:71]=[CH:72][CH:73]=2)[C:68]2[C:63]1=[CH:64][CH:65]=[CH:66][CH:67]=2)=[O:59])[C@@H:42]([C:55](O)=[O:56])[CH2:43][CH2:44][CH2:45][CH2:46][NH:47][C:48]([O:50][C:51]([CH3:54])([CH3:53])[CH3:52])=[O:49].CCN=C=NCCCN(C)C.Cl>C(Cl)(Cl)Cl.C1C=CC2N(O)N=NC=2C=1>[NH:41]([C:58]([O:60][CH2:61][CH:62]1[C:74]2[C:69](=[CH:70][CH:71]=[CH:72][CH:73]=2)[C:68]2[C:63]1=[CH:64][CH:65]=[CH:66][CH:67]=2)=[O:59])[C@@H:42]([C:55]([NH:1][C@@H:2]([C:15]([NH:17][C@H:18]([C:23]([NH:25][C@H:26]([C:31]([O:33][CH2:34][C:35]1[CH:36]=[CH:37][CH:38]=[CH:39][CH:40]=1)=[O:32])[CH2:27][CH:28]([CH3:30])[CH3:29])=[O:24])[CH2:19][CH:20]([CH3:21])[CH3:22])=[O:16])[CH2:3][CH2:4][CH2:5][CH2:6][NH:7][C:8]([O:10][C:11]([CH3:14])([CH3:13])[CH3:12])=[O:9])=[O:56])[CH2:43][CH2:44][CH2:45][CH2:46][NH:47][C:48]([O:50][C:51]([CH3:52])([CH3:54])[CH3:53])=[O:49] |f:2.3|. Reported procedure: The obtained wet crystals of D-Lys(Boc)-Leu-Leu-OBzl (2-MeO-4-OC12OC22) were dissolved in chloroform (15 mL), Fmoc-D-Lys(Boc)-OH (444 mg, 948 μmol) and HOBt (12.8 mg, 94.7 μmol) were added at room temperature, and EDC HCl (200 mg, 1.04 mmol) was further added under ice-cooling. The mixture was warmed to room temperature and stirred overnight. Chloroform (20 mL), Fmoc-D-Lys(Boc)-OH (89 mg, 190 μmol) and EDC.HCl (40 mg, 210 μmol) were added, and the mixture was further stirred for 1 hr and concent... Run in O (water), CO (methanol). Procedure details: To a solution of concentrated aqueous HCl (10 mL) in methanol (10 mL) was added N-(3-methyl-4-(1-methyl-1H-benzo[d]imidazol-5-yloxy)phenyl)formamide (1.70 g, 6.04 mmol). After heating to reflux for 2 hours, the reaction mixture was cooled to room temperature and diluted with water (100 mL). The mixture was neutralized with sodium bicarbonate and extracted with dichloromethane. The organic solution was dried over Na2SO4, filtered and concentrated under reduced pressure to provide the product. Product: CC=1C=C(C=CC1OC1=CC2=C(N(C=N2)C)C=C1)N (3-methyl-4-(1-methyl-1H-benzo[d]imidazol-5-yloxy)benzenamine). As a reaction SMILES: Cl.[CH3:2][C:3]1[CH:4]=[C:5]([NH:20]C=O)[CH:6]=[CH:7][C:8]=1[O:9][C:10]1[CH:19]=[CH:18][C:13]2[N:14]([CH3:17])[CH:15]=[N:16][C:12]=2[CH:11]=1.C(=O)(O)[O-].[Na+]>CO.O>[CH3:2][C:3]1[CH:4]=[C:5]([NH2:20])[CH:6]=[CH:7][C:8]=1[O:9][C:10]1[CH:19]=[CH:18][C:13]2[N:14]([CH3:17])[CH:15]=[N:16][C:12]=2[CH:11]=1 |f:2.3|. Reactants: Cl (HCl), CC=1C=C(C=CC1OC1=CC2=C(N(C=N2)C)C=C1)NC=O (N-(3-methyl-4-(1-methyl-1H-benzo[d]imidazol-5-yloxy)phenyl)formamide), C([O-])(O)=O.[Na+] (sodium bicarbonate).